From a dataset of the Open Reaction Database (ORD), a public repository of structured organic reaction records. describe an organic reaction: reactants, conditions, products, and yield The reactants are C(CCC)C=1N(C(=CN1)C(C)O)CC1=C(C=CC=C1)Cl (2-n-butyl-1-(2-chlorophenyl)methyl-5-(α-hydroxy)ethyl-1H-imidazole), C1(=CC=CC=C1)C (toluene). The reagents and catalysts are [O-2].[O-2].[Mn+4] (manganese dioxide). The solvent is O (water). Run at time 17 hour. Yields the product C(CCC)C=1N(C(=CN1)C(=O)C)CC1=C(C=CC=C1)Cl ([2-n-butyl-1-{(2-chlorophenyl)methyl}-1H-imidazol-5-yl]methyl ketone). Isolated yield 59.2%. RXN SMILES: [CH2:1]([C:5]1[N:6]([CH2:13][C:14]2[CH:19]=[CH:18][CH:17]=[CH:16][C:15]=2[Cl:20])[C:7]([CH:10]([OH:12])[CH3:11])=[CH:8][N:9]=1)[CH2:2][CH2:3][CH3:4].C1(C)C=CC=CC=1>[O-2].[O-2].[Mn+4].O>[CH2:1]([C:5]1[N:6]([CH2:13][C:14]2[CH:19]=[CH:18][CH:17]=[CH:16][C:15]=2[Cl:20])[C:7]([C:10]([CH3:11])=[O:12])=[CH:8][N:9]=1)[CH2:2][CH2:3][CH3:4] |f:2.3.4|. Procedure details: A mixture of 2-n-butyl-1-(2-chlorophenyl)methyl-5-(α-hydroxy)ethyl-1H-imidazole (1.07 g, 3.65 mmol), activated manganese dioxide (6 g) and toluene (75 mL) was heated at 90° to 100° C. under a slight vacuum with a Dean Stark water separator for 17 hours. The inorganics were filtered, the concentrated filtrate was applied to a flash silica gel column and the product was eluted with 3:7 hexane/ethyl acetate to give 0.628 g (59%) of [2-n-butyl-1-{(2-chlorophenyl)methyl}-1H-imidazol-5-yl]methyl keton... The reactants are NC1=CC(=NC(=C1F)C1=C(C(=C(C=C1)Cl)OC)F)C(=O)OC(C)C (isopropyl 4-(amino)-6-(4-chloro-2-fluoro-3-methoxyphenyl)-5-fluoro-picolinate), NC1=C(C(=NC(=C1F)Cl)C(=O)OC)Cl (methyl 4-amino-3,6-dichloro-5-fluoropicolinate). Yields the product NC1=C(C(=NC(=C1F)C1=C(C(=C(C=C1)Cl)OC)F)C(=O)OC)Cl (Methyl 4-(amino)-3-chloro-6-(4-chloro-2-fluoro-3-methoxyphenyl)-5-fluoro-picolinate). RXN SMILES: [NH2:1][C:2]1[C:7]([F:8])=[C:6]([C:9]2[CH:14]=[CH:13][C:12]([Cl:15])=[C:11]([O:16][CH3:17])[C:10]=2[F:18])[N:5]=[C:4]([C:19]([O:21][CH:22](C)C)=[O:20])[CH:3]=1.NC1C(F)=C([Cl:33])N=C(C(OC)=O)C=1Cl>>[NH2:1][C:2]1[C:7]([F:8])=[C:6]([C:9]2[CH:14]=[CH:13][C:12]([Cl:15])=[C:11]([O:16][CH3:17])[C:10]=2[F:18])[N:5]=[C:4]([C:19]([O:21][CH3:22])=[O:20])[C:3]=1[Cl:33]. Reported procedure: Methyl 4-(amino)-3-chloro-6-(4-chloro-2-fluoro-3-methoxyphenyl)-5-fluoro-picolinate was prepared in analogous fashion to isopropyl 4-(amino)-6-(4-chloro-2-fluoro-3-methoxyphenyl)-5-fluoro-picolinate in Example 10 except that methyl 4-amino-3,6-dichloro-5-fluoropicolinate was used in place of isopropyl 4-amino-6-bromo-5-fluoropicolinate: mp=169-171° C.; 1H NMR (400 MHz, DMSO-d6) δ 7.46 (dd, J=8.8, 1.6 Hz, 1H), 7.29 (dd, J=8.8, 7.2 Hz, 1H), 7.10 (s, 2H), 3.93 (s, 3H), 3.87 (s, 3H); 13C NMR (100.6 ... The reactants are C(C)(C)=C1C2C(CC1C(=C2)C)(C)CO ((7-Isopropylidene-2,5-dimethyl-bicyclo[2.2.1]hept-5-en-2-yl)-methanol), N1=CC=CC=C1 (pyridine), C(C)(=O)Cl (acetyl chloride). The reagents and catalysts are CN(C)C=1C=CN=CC1 (DMAP). The solvent is ClCCl (dichloromethane), O (water). Run at time 1 hour. Yields the product C(C)(C)=C1C2C(CC1C(=C2)C)(C)COC(C)=O (Acetic Acid 7-isopropylidene-2,5-dimethyl-bicyclo[2.2.1]hept-5-en-2-ylmethyl Ester). The yield is 80.6%. Reaction SMILES: [C:1](=[C:4]1[CH:8]2[C:9]([CH3:11])=[CH:10][CH:5]1[C:6]([CH2:13][OH:14])([CH3:12])[CH2:7]2)([CH3:3])[CH3:2].N1C=CC=CC=1.[C:21](Cl)(=[O:23])[CH3:22]>CN(C1C=CN=CC=1)C.ClCCl.O>[C:1](=[C:4]1[CH:8]2[C:9]([CH3:11])=[CH:10][CH:5]1[C:6]([CH2:13][O:14][C:21](=[O:23])[CH3:22])([CH3:12])[CH2:7]2)([CH3:3])[CH3:2]. Procedure: To a solution of (7-Isopropylidene-2,5-dimethyl-bicyclo[2.2.1]hept-5-en-2-yl)-methanol (4.32 g, 22.5 mmol), pyridine (3.55 g, 45 mmol) and DMAP (50 mg) in dichloromethane (50 ml) was added acetyl chloride (2.47 g, 31.5 mmol) with cooling. The mixture was stirred at room temperature for 1 h and was then diluted with water and extracted with pentane (3×80 ml). the organic phase was washed with 1N HCl, water and brine, dried (MgSO4) and concentrated in vacuo. The residue was purified by chromatogra... The reactants are COC(=O)c1cccc(-c2nc(COc3ccc(COc4nn(-c5ccccc5)cc4C=Cc4nc(N5CCOCC5)sc4C)cc3OC)c(C)o2)c1, CO, Cl, [Na+], C1CCOC1, [OH-], O. Yields the product COc1cc(COc2nn(-c3ccccc3)cc2C=Cc2nc(N3CCOCC3)sc2C)ccc1OCc1nc(-c2cccc(C(=O)O)c2)oc1C. RXN SMILES: [CH3:1][O:2][c:3]1[c:4]([O:5][CH2:6][c:7]2[n:8][c:9](-[c:13]3[cH:14][c:15]([C:16](=[O:17])[O:18][CH3:19])[cH:20][cH:21][cH:22]3)[o:10][c:11]2[CH3:12])[cH:23][cH:24][c:25]([CH2:27][O:28][c:29]2[n:30][n:31](-[c:48]3[cH:49][cH:50][cH:51][cH:52][cH:53]3)[cH:32][c:33]2[CH:34]=[CH:35][c:36]2[n:37][c:38]([N:42]3[CH2:43][CH2:44][O:45][CH2:46][CH2:47]3)[s:39][c:40]2[CH3:41])[cH:26]1.[CH3:63][OH:64].[ClH:61].[Na+:60].[O:54]1[CH2:55][CH2:56][CH2:57][CH2:58]1.[OH-:59].[OH2:62]>>[CH3:1][O:2][c:3]1[c:4]([O:5][CH2:6][c:7]2[n:8][c:9](-[c:13]3[cH:14][c:15]([C:16](=[O:17])[OH:18])[cH:20][cH:21][cH:22]3)[o:10][c:11]2[CH3:12])[cH:23][cH:24][c:25]([CH2:27][O:28][c:29]2[n:30][n:31](-[c:48]3[cH:49][cH:50][cH:51][cH:52][cH:53]3)[cH:32][c:33]2[CH:34]=[CH:35][c:36]2[n:37][c:38]([N:42]3[CH2:43][CH2:44][O:45][CH2:46][CH2:47]3)[s:39][c:40]2[CH3:41])[cH:26]1. Starting materials: OC=1C=CC2=C(C(NC(O2)C(Cl)(Cl)Cl)=O)C1 (3,4-dihydro-6-hydroxy-2-trichloromethyl-2H-benzo[e]-[1,3]-oxazin-4-one), IC (Iodomethane), [OH-].[Na+] (sodium hydroxide), solution. Run in C(C)O (ethanol). The product is COC=1C=CC2=C(C(NC(O2)C(Cl)(Cl)Cl)=O)C1 (3,4-dihydro-6-methoxy-2-trichloromethyl-2H-benzo[e]-[1,3]-oxazin-4-one). As a reaction SMILES: [OH:1][C:2]1[CH:3]=[CH:4][C:5]2[O:10][CH:9]([C:11]([Cl:14])([Cl:13])[Cl:12])[NH:8][C:7](=[O:15])[C:6]=2[CH:16]=1.[OH-].[Na+].I[CH3:20]>C(O)C>[CH3:20][O:1][C:2]1[CH:3]=[CH:4][C:5]2[O:10][CH:9]([C:11]([Cl:14])([Cl:13])[Cl:12])[NH:8][C:7](=[O:15])[C:6]=2[CH:16]=1 |f:1.2|. Procedure: A suspension of 3,4-dihydro-6-hydroxy-2-trichloromethyl-2H-benzo[e]-[1,3]-oxazin-4-one (prepared as described in Example 3--2.5 g.) in ethanol (125 ml.) was stirred, ethanolic sodium hydroxide (32 ml. of a 0.36 M solution) was added, and the mixture was stirred for 30 minutes. Iodomethane (1.5 ml.) was added, and the solution was heated on a steam-bath for 1 hour. The solvent was evaporated under reduced pressure, and the residue was dissolved in a mixture of diethyl ether (100 ml.) and N sodium...